From a dataset of the Open Reaction Database (ORD), a public repository of structured organic reaction records. describe an organic reaction: reactants, conditions, products, and yield Reactants: FC1=CC(=C(C=C1)N1C[C@H](N(CC1)S(=O)(=O)C1=CC(=CC=C1)C1CCNCC1)C)C(F)(F)F ((2R)-4-[4-fluoro-2-(trifluoromethyl)phenyl]-2-methyl-1-[(3-piperidin-4-ylphenyl)sulfonyl]piperazine), CC(=O)C (acetone), Cl (HCl). Run in CCOCC (Et2O), CCOCC (Et2O). The product is FC1=CC(=C(C=C1)N1C[C@H](N(CC1)S(=O)(=O)C1=CC(=CC=C1)C1CCN(CC1)C(C)C)C)C(F)(F)F ((2R)-4-[4-fluoro-2-(trifluoromethyl)phenyl]-1-{[3-(1-isopropylpiperidin-4-yl)phenyl]sulfonyl}-2-methylpiperazine). RXN SMILES: [F:1][C:2]1[CH:7]=[CH:6][C:5]([N:8]2[CH2:13][CH2:12][N:11]([S:14]([C:17]3[CH:22]=[CH:21][CH:20]=[C:19]([CH:23]4[CH2:28][CH2:27][NH:26][CH2:25][CH2:24]4)[CH:18]=3)(=[O:16])=[O:15])[C@H:10]([CH3:29])[CH2:9]2)=[C:4]([C:30]([F:33])([F:32])[F:31])[CH:3]=1.[CH3:34][C:35]([CH3:37])=O.Cl>CCOCC>[F:1][C:2]1[CH:7]=[CH:6][C:5]([N:8]2[CH2:13][CH2:12][N:11]([S:14]([C:17]3[CH:22]=[CH:21][CH:20]=[C:19]([CH:23]4[CH2:28][CH2:27][N:26]([CH:35]([CH3:37])[CH3:34])[CH2:25][CH2:24]4)[CH:18]=3)(=[O:16])=[O:15])[C@H:10]([CH3:29])[CH2:9]2)=[C:4]([C:30]([F:33])([F:31])[F:32])[CH:3]=1. Reported procedure: Prepared according to the synthesis of Example 29EZ in Step 4D from (2R)-4-[4-fluoro-2-(trifluoromethyl)phenyl]-2-methyl-1-[(3-piperidin-4-ylphenyl)sulfonyl]piperazine (81 mg, 0.155 mmol) and acetone (23 μL, 0.31 mmol) as a sticky oil (75 mg, 92%). It was redissolved in Et2O and acidified with 1N HCl in Et2O and triturated with hexanes/Et2O to give the titled compound as a white solid. HRMS: calcd for C26H33F4N3O2S+H+, 528.23023. found (ESI-FTMS, [M+H]1+), 528.22834. The reactants are COC1CNCCC1(OC)OC, CC(=O)CC(C)C, Fc1ccc(C(CCCCl)c2ccc(F)cc2)cc1, [I-], [K+], [Na+], [Na+], O=C([O-])[O-]. Yields the product COC1CN(CCCC(c2ccc(F)cc2)c2ccc(F)cc2)CCC1(OC)OC. As a reaction SMILES: [CH3:20][O:21][CH:22]1[CH2:23][NH:24][CH2:25][CH2:26][C:27]1([O:28][CH3:29])[O:30][CH3:31].[CH3:40][CH:41]([CH3:42])[CH2:43][C:44](=[O:45])[CH3:46].[Cl:1][CH2:2][CH2:3][CH2:4][CH:5]([c:6]1[cH:7][cH:8][c:9]([F:12])[cH:10][cH:11]1)[c:13]1[cH:14][cH:15][c:16]([F:19])[cH:17][cH:18]1.[I-:39].[K+:38].[Na+:32].[Na+:33].[O-:34][C:35](=[O:36])[O-:37]>>[CH2:2]([CH2:3][CH2:4][CH:5]([c:6]1[cH:7][cH:8][c:9]([F:12])[cH:10][cH:11]1)[c:13]1[cH:14][cH:15][c:16]([F:19])[cH:17][cH:18]1)[N:24]1[CH2:23][CH:22]([O:21][CH3:20])[C:27]([O:28][CH3:29])([O:30][CH3:31])[CH2:26][CH2:25]1. Reactants: C(=O)([O-])[O-].[K+].[K+] (K2CO3), NC1=C2N=CN(C2=NC=N1)[C@@H]1O[C@@H]([C@@H]2[C@H]1OC(O2)(C)C)CNC2CC(C2)CCC(=O)OCC2=CC=CC=C2 (benzyl 3-[3-({[(3aR,4R,6R,6aR)-6-(6-amino-9H-purin-9-yl)-2,2-dimethyl-tetrahydro-2H-furo[3,4-d][1,3]dioxol-4-yl]methyl}amino)cyclobutyl]propanoate), IC(C)C (2-iodopropane). Solvent: CC#N (MeCN), CCOC(=O)C (EtOAc). Conditions: temperature 95 celsius, time 18 hour. Yields the product NC1=C2N=CN(C2=NC=N1)[C@@H]1O[C@@H]([C@@H]2[C@H]1OC(O2)(C)C)CN(C2CC(C2)CCC(=O)OCC2=CC=CC=C2)C(C)C (Benzyl 3-[3-({[(3aR,4R,6R,6aR)-6-(6-amino-9H-purin-9-yl)-2,2-dimethyl-tetrahydro-2H-furo[3,4-d][1,3]dioxol-4-yl]methyl}(propan-2-yl)amino)cyclobutyl]propanoate). As a reaction SMILES: C([O-])([O-])=O.[K+].[K+].[NH2:7][C:8]1[N:16]=[CH:15][N:14]=[C:13]2[C:9]=1[N:10]=[CH:11][N:12]2[C@H:17]1[C@@H:21]2[O:22][C:23]([CH3:26])([CH3:25])[O:24][C@@H:20]2[C@@H:19]([CH2:27][NH:28][CH:29]2[CH2:32][CH:31]([CH2:33][CH2:34][C:35]([O:37][CH2:38][C:39]3[CH:44]=[CH:43][CH:42]=[CH:41][CH:40]=3)=[O:36])[CH2:30]2)[O:18]1.I[CH:46]([CH3:48])[CH3:47]>CC#N.CCOC(C)=O>[NH2:7][C:8]1[N:16]=[CH:15][N:14]=[C:13]2[C:9]=1[N:10]=[CH:11][N:12]2[C@H:17]1[C@@H:21]2[O:22][C:23]([CH3:25])([CH3:26])[O:24][C@@H:20]2[C@@H:19]([CH2:27][N:28]([CH:46]([CH3:48])[CH3:47])[CH:29]2[CH2:32][CH:31]([CH2:33][CH2:34][C:35]([O:37][CH2:38][C:39]3[CH:40]=[CH:41][CH:42]=[CH:43][CH:44]=3)=[O:36])[CH2:30]2)[O:18]1 |f:0.1.2|. Procedure details: K2CO3 (528.92 mg, 3.83 mmol) was added to a solution of benzyl 3-[3-({[(3aR,4R,6R,6aR)-6-(6-amino-9H-purin-9-yl)-2,2-dimethyl-tetrahydro-2H-furo[3,4-d][1,3]dioxol-4-yl]methyl}amino)cyclobutyl]propanoate (1.00 g, 1.91 mmol) and 2-iodopropane (0.57 ml, 5.74 mmol) in MeCN and stirred at 95° C. in a sealed tube for 18 hours. The reaction mixture was diluted with EtOAc (20 ml), filtered and evaporated to dryness. Purification by silica gel chromatography, eluting with 7N NH3 in MeOH:DCM (1:99-5:95) g... The reactants are COC(=O)CCCCCOc1ccc(-c2ccc(C#N)cc2)cc1[N+](=O)[O-], CO, [H][H]. Product: COC(=O)CCCCCOc1ccc(-c2ccc(C#N)cc2)cc1N. RXN SMILES: [C:1](#[N:2])[c:3]1[cH:4][cH:5][c:6](-[c:9]2[cH:10][c:11]([N+:25]([O-:26])=[O:27])[c:12]([O:15][CH2:16][CH2:17][CH2:18][CH2:19][CH2:20][C:21](=[O:22])[O:23][CH3:24])[cH:13][cH:14]2)[cH:7][cH:8]1.[CH3:30][OH:31].[H:28][H:29]>>[C:1](#[N:2])[c:3]1[cH:4][cH:5][c:6](-[c:9]2[cH:10][c:11]([NH2:25])[c:12]([O:15][CH2:16][CH2:17][CH2:18][CH2:19][CH2:20][C:21](=[O:22])[O:23][CH3:24])[cH:13][cH:14]2)[cH:7][cH:8]1. The product is COCC=Cc1cc(C(=O)NC2CC2)cc(OC)n1. RXN SMILES: [CH3:16][O:17][CH2:18][CH:19]=[CH:20][B:21]1[O:22][C:23]([CH3:24])([CH3:25])[C:26]([CH3:27])([CH3:28])[O:29]1.[Cl:1][c:2]1[cH:3][c:4]([C:5](=[O:6])[NH:7][CH:8]2[CH2:9][CH2:10]2)[cH:11][c:12]([O:14][CH3:15])[n:13]1.[Na+:49].[Na+:50].[O-:51][C:52](=[O:53])[O-:54].[O:55]=[CH:56][N:57]([CH3:58])[CH3:59].[Pd:60]([Br:61])[Br:62].[c:30]1([P:31]([c:32]2[cH:33][cH:34][cH:35][cH:36][cH:37]2)[c:38]2[cH:39][cH:40][cH:41][cH:42][cH:43]2)[cH:44][cH:45][cH:46][cH:47][cH:48]1>>[c:2]1([CH:20]=[CH:19][CH2:18][O:17][CH3:16])[cH:3][c:4]([C:5](=[O:6])[NH:7][CH:8]2[CH2:9][CH2:10]2)[cH:11][c:12]([O:14][CH3:15])[n:13]1. The reactants are COCC=CB1OC(C)(C)C(C)(C)O1, COc1cc(C(=O)NC2CC2)cc(Cl)n1, [Na+], [Na+], O=C([O-])[O-], CN(C)C=O, Br[Pd]Br, c1ccc(P(c2ccccc2)c2ccccc2)cc1. Reactants: CC(C)(C)[Si](C)(C)Cl, COC(=O)c1ccc(Cl)c(O)c1C, CN(C)C=O, c1c[nH]cn1. Product: COC(=O)c1ccc(Cl)c(O[Si](C)(C)C(C)(C)C)c1C. RXN SMILES: [C:19]([CH3:20])([CH3:21])([CH3:22])[Si:23]([CH3:24])([CH3:25])[Cl:26].[Cl:1][c:2]1[c:3]([OH:13])[c:4]([CH3:12])[c:5]([C:6](=[O:7])[O:8][CH3:9])[cH:10][cH:11]1.[O:27]=[CH:28][N:29]([CH3:30])[CH3:31].[nH:14]1[cH:15][cH:16][n:17][cH:18]1>>[Cl:1][c:2]1[c:3]([O:13][Si:23]([C:19]([CH3:20])([CH3:21])[CH3:22])([CH3:24])[CH3:25])[c:4]([CH3:12])[c:5]([C:6](=[O:7])[O:8][CH3:9])[cH:10][cH:11]1. Starting materials: COC1=CC=C(C=C1)B(O)O (4-methoxyphenylboronic acid), C(=O)([O-])[O-].[Na+].[Na+] (Na2CO3), BrC1=CC(=CC=2C=COC21)C (7-bromo-5-methylbenzofuran), COCCOC (ethylene glycol dimethyl ether). The reagents and catalysts are C=1C=CC(=CC1)[P](C=2C=CC=CC2)(C=3C=CC=CC3)[Pd]([P](C=4C=CC=CC4)(C=5C=CC=CC5)C=6C=CC=CC6)([P](C=7C=CC=CC7)(C=8C=CC=CC8)C=9C=CC=CC9)[P](C=1C=CC=CC1)(C=1C=CC=CC1)C=1C=CC=CC1 (Pd(PPh3)4). The solvent is CCOCC (ether). The product is COC1=CC=C(C=C1)C1=CC(=CC=2C=COC21)C (7-(4-Methoxyphenyl)-5-methyl-benzofuran). Isolated yield 90.4%. As a reaction SMILES: [CH3:1][O:2][C:3]1[CH:8]=[CH:7][C:6](B(O)O)=[CH:5][CH:4]=1.C([O-])([O-])=O.[Na+].[Na+].Br[C:19]1[C:27]2[O:26][CH:25]=[CH:24][C:23]=2[CH:22]=[C:21]([CH3:28])[CH:20]=1.COCCOC>C1C=CC([P]([Pd]([P](C2C=CC=CC=2)(C2C=CC=CC=2)C2C=CC=CC=2)([P](C2C=CC=CC=2)(C2C=CC=CC=2)C2C=CC=CC=2)[P](C2C=CC=CC=2)(C2C=CC=CC=2)C2C=CC=CC=2)(C2C=CC=CC=2)C2C=CC=CC=2)=CC=1.CCOCC>[CH3:1][O:2][C:3]1[CH:8]=[CH:7][C:6]([C:19]2[C:27]3[O:26][CH:25]=[CH:24][C:23]=3[CH:22]=[C:21]([CH3:28])[CH:20]=2)=[CH:5][CH:4]=1 |f:1.2.3,^1:38,40,59,78|. Procedure: A mixture of 4-methoxyphenylboronic acid (4.76 g, 31.3 mmol), Na2CO3 (32.6 2 N aqueous, 65.2 mmol), Pd(PPh3)4 (1.5 g, 1.3 mmol), 7-bromo-5-methylbenzofuran (5.5 g, 26.1 mmol), and ethylene glycol dimethyl ether (275 ml) was heated to reflux for 12 h. The reaction was cooled, ether (500 ml) was added and the layers separated. The aqueous was further extracted with ether and the organic layers were dried over anhydrous Na2SO4, passed through a silica plug and concentrated to 7.16 g brown oil. Furt... The reactants are C(=O)C=1C=C(C=CC1OC)B(O)O ((3-formyl-4-methoxyphenyl)boronic acid), BrC1=NC=CC=C1 (2-bromopyridine). Yields the product COC1=C(C=O)C=C(C=C1)C1=NC=CC=C1 (2-Methoxy-5-(pyridin-2-yl)benzaldehyde). Reaction SMILES: [CH:1]([C:3]1[CH:4]=[C:5](B(O)O)[CH:6]=[CH:7][C:8]=1[O:9][CH3:10])=[O:2].Br[C:15]1[CH:20]=[CH:19][CH:18]=[CH:17][N:16]=1>>[CH3:10][O:9][C:8]1[CH:7]=[CH:6][C:5]([C:15]2[CH:20]=[CH:19][CH:18]=[CH:17][N:16]=2)=[CH:4][C:3]=1[CH:1]=[O:2]. Procedure details: The title compound was prepared by employing the method described in Example 111, Step A with (3-formyl-4-methoxyphenyl)boronic acid and the commercially available 2-bromopyridine.